Dataset: the Open Reaction Database (ORD), a public repository of structured organic reaction records. Task: describe an organic reaction: reactants, conditions, products, and yield The reactants are Cl.[C@@H]1(C[C@H](O)[C@@H](CO)O1)N1C(=O)N=C(N)C=C1 (2′-deoxycytidine monohydrochloride), Cl[Si](C)(C)C (Chlorotrimethylsilane), Benzoyl chloride monomethoxypolyethylene glycol CH3O(CH2CH2O)kC6H4COCl. The solvent is N1=CC=CC=C1 (pyridine), N1=CC=CC=C1 (pyridine), N1=CC=CC=C1 (pyridine). Run at temperature 0 celsius, time 20 minute. Yields the product [C@@H]1(C[C@H](O)[C@@H](CO)O1)N1C(=O)N=C(N)C=C1 (2′-deoxycytidine). The yield is 160.5%. RXN SMILES: Cl.[C@@H:2]1([N:10]2[CH:17]=[CH:16][C:14]([NH2:15])=[N:13][C:11]2=[O:12])[O:9][C@H:6]([CH2:7][OH:8])[C@@H:4]([OH:5])[CH2:3]1.Cl[Si](C)(C)C>N1C=CC=CC=1>[C@@H:2]1([N:10]2[CH:17]=[CH:16][C:14]([NH2:15])=[N:13][C:11]2=[O:12])[O:9][C@H:6]([CH2:7][OH:8])[C@@H:4]([OH:5])[CH2:3]1 |f:0.1|. Procedure: 2′-deoxycytidine monohydrochloride (3.955 g, 15 mmol) that had been subjected to azeotropic dehydration with pyridine (2×20 ml) was suspended in anhydrous pyridine (40 ml) and cooled to 0° C. under an argon gas stream. Chlorotrimethylsilane (9.5 ml, 75 mmol) was added and the mixture was stirred for 20 minutes. Benzoyl chloride-monomethoxypolyethylene glycol CH3O(CH2CH2O)kC6H4COCl (11.8 mmol, mPEG portion Mn=2000) prepared according to the method shown in Example 3′-1 was dissolved in anhydrous ... Starting materials: COC(CCC1=CC(=NO1)C(CC(C)C)NC(CC1=CC=C(C=C1)NC(=O)NC1=C(C=CC=C1)C)=O)=O (3-[3-(3-methyl-1-{2-[4-(3-o-tolyl-ureido)-phenyl]-acetylamino}-butyl)-isoxazol-5-yl]-propionic acid methyl ester). Run in C(C)(C)(C)O (tert-BuOH), [OH-].[Na+] (NaOH). The product is CC(CC(NC(CC1=CC=C(C=C1)NC(=O)NC1=C(C=CC=C1)C)=O)C1=NOC(=C1)CCC(=O)O)C (3-[3-(3-Methyl-1-{2-[4-(3-o-tolyl-ureido)-phenyl]-acetylamino}-butyl)-isoxazol-5-yl]-propionic acid). As a reaction SMILES: C[O:2][C:3](=[O:37])[CH2:4][CH2:5][C:6]1[O:10][N:9]=[C:8]([CH:11]([NH:16][C:17](=[O:36])[CH2:18][C:19]2[CH:24]=[CH:23][C:22]([NH:25][C:26]([NH:28][C:29]3[CH:34]=[CH:33][CH:32]=[CH:31][C:30]=3[CH3:35])=[O:27])=[CH:21][CH:20]=2)[CH2:12][CH:13]([CH3:15])[CH3:14])[CH:7]=1>C(O)(C)(C)C.[OH-].[Na+]>[CH3:14][CH:13]([CH3:15])[CH2:12][CH:11]([C:8]1[CH:7]=[C:6]([CH2:5][CH2:4][C:3]([OH:37])=[O:2])[O:10][N:9]=1)[NH:16][C:17](=[O:36])[CH2:18][C:19]1[CH:24]=[CH:23][C:22]([NH:25][C:26]([NH:28][C:29]2[CH:34]=[CH:33][CH:32]=[CH:31][C:30]=2[CH3:35])=[O:27])=[CH:21][CH:20]=1 |f:2.3|. Procedure details: A mixture of 3-[3-(3-methyl-1-{2-[4-(3-o-tolyl-ureido)-phenyl]-acetylamino}-butyl)-isoxazol-5-yl]-propionic acid methyl ester (17 mg) in tert-BuOH (1 ml) and 0.1 N NaOH (1 ml) was stirred at room temperature. After 20 h the mixture was concentrated under reduced pressure, dissolved in water (5 ml) and extracted with EtOAc (5 ml×3). The aqueous layer was then acidified to pH 3 with IN HCl and extracted with EtOAc. The combined organics were washed with brine; dried over Na2SO4; filtered and conce... Starting materials: CC(=O)O, CCOC(=O)Cn1cc([N+](=O)[O-])c2c(CC(=O)O)cccc21, [Fe], O. Yields the product CCOC(=O)Cn1cc2c3c(cccc31)CC(=O)N2. As a reaction SMILES: [C:23]([OH:24])(=[O:25])[CH3:26].[CH2:1]([CH3:2])[O:3][C:4]([CH2:5][n:6]1[cH:7][c:8]([N+:19]([O-:20])=[O:21])[c:9]2[c:10]([CH2:15][C:16](=[O:17])[OH:18])[cH:11][cH:12][cH:13][c:14]12)=[O:22].[Fe:28].[OH2:27]>>[CH2:1]([CH3:2])[O:3][C:4]([CH2:5][n:6]1[cH:7][c:8]2[c:9]3[c:10]([cH:11][cH:12][cH:13][c:14]13)[CH2:15][C:16](=[O:17])[NH:19]2)=[O:22].